Dataset: the Open Reaction Database (ORD), a public repository of structured organic reaction records. Task: describe an organic reaction: reactants, conditions, products, and yield The reactants are CCI, C[Si](C)(C)[N-][Si](C)(C)C, CN(C)C(=O)N1CC2CC(C#N)CC2C1, [Li+], C1CCOC1, O. Product: CCC1(C#N)CC2CN(C(=O)N(C)C)CC2C1. Reaction SMILES: [CH2:16]([CH3:17])[I:18].[CH3:19][Si:20]([CH3:21])([CH3:22])[N-:23][Si:24]([CH3:25])([CH3:26])[CH3:27].[CH3:1][N:2]([C:3](=[O:4])[N:5]1[CH2:6][CH:7]2[CH:8]([CH2:9]1)[CH2:10][CH:11]([C:13]#[N:14])[CH2:12]2)[CH3:15].[Li+:28].[O:29]1[CH2:30][CH2:31][CH2:32][CH2:33]1.[OH2:34]>>[CH3:1][N:2]([C:3](=[O:4])[N:5]1[CH2:6][CH:7]2[CH:8]([CH2:9]1)[CH2:10][C:11]([C:13]#[N:14])([CH2:16][CH3:17])[CH2:12]2)[CH3:15]. Reactants: Cn1c(=O)n(-c2ccc(CC3CC(c4c(Cl)cccc4Cl)OC3=O)cc2)c(=O)c2ccccc21, [Li+], C1CCOC1, [OH-], O. Yields the product Cn1c(=O)n(-c2ccc(CC(CC(O)c3c(Cl)cccc3Cl)C(=O)O)cc2)c(=O)c2ccccc21. RXN SMILES: [Cl:1][c:2]1[c:3]([CH:9]2[CH2:10][CH:11]([CH2:15][c:16]3[cH:17][cH:18][c:19](-[n:22]4[c:23](=[O:34])[n:24]([CH3:33])[c:25]5[cH:26][cH:27][cH:28][cH:29][c:30]5[c:31]4=[O:32])[cH:20][cH:21]3)[C:12](=[O:14])[O:13]2)[c:4]([Cl:8])[cH:5][cH:6][cH:7]1.[Li+:37].[O:38]1[CH2:39][CH2:40][CH2:41][CH2:42]1.[OH-:36].[OH2:35]>>[Cl:1][c:2]1[c:3]([CH:9]([CH2:10][CH:11]([C:12](=[O:14])[OH:35])[CH2:15][c:16]2[cH:17][cH:18][c:19](-[n:22]3[c:23](=[O:34])[n:24]([CH3:33])[c:25]4[cH:26][cH:27][cH:28][cH:29][c:30]4[c:31]3=[O:32])[cH:20][cH:21]2)[OH:13])[c:4]([Cl:8])[cH:5][cH:6][cH:7]1.